Dataset: the Open Reaction Database (ORD), a public repository of structured organic reaction records. Task: describe an organic reaction: reactants, conditions, products, and yield Starting materials: C1(=CC=CC=C1)N1N=C(N=C1)C(=O)O (1-phenyl-1H-[1,2,4]-triazole-3-carboxylic acid), S(=O)(Cl)Cl (thionyl chloride). The reagents and catalysts are CN(C)C=O (DMF). Run in C(Cl)Cl (DCM). Run at temperature 40 celsius, time 1 hour. Yields the product C1(=CC=CC=C1)N1N=C(N=C1)C(=O)Cl (1-Phenyl-1H-[1,2,4]-triazole-3-carbonyl chloride). RXN SMILES: [C:1]1([N:7]2[CH:11]=[N:10][C:9]([C:12]([OH:14])=O)=[N:8]2)[CH:6]=[CH:5][CH:4]=[CH:3][CH:2]=1.S(Cl)([Cl:17])=O>C(Cl)Cl.CN(C=O)C>[C:1]1([N:7]2[CH:11]=[N:10][C:9]([C:12]([Cl:17])=[O:14])=[N:8]2)[CH:6]=[CH:5][CH:4]=[CH:3][CH:2]=1. Reported procedure: To a mixture of 2.00 g (10.5 mmol) 1-phenyl-1H-[1,2,4]-triazole-3-carboxylic acid in 20 mL DCM was added 10.0 mL (137 mmol) thionyl chloride and 1 drop of DMF. The reaction mixture was stirred at 40° C. for 1 h. The solvent was removed by distillation. Yield: 2.20 g (100%); ESI-MS: m/z=204 (M+H)+ (methyl ester); Rt(HPLC): 1.04 min (method 8) (methyl ester)